This data is from the Open Reaction Database (ORD), a public repository of structured organic reaction records. The task is: describe an organic reaction: reactants, conditions, products, and yield The reactants are C(C)(C)(C)NC=1SCC2(C3=CC(=CC=C3OC=3C=CC(=CC23)O)C=2C=NC=NC2)N1 (2-(tert-butylamino)-7′-(pyrimidin-5-yl)-5H-spiro[thiazole-4,9′-xanthen]-2′-ol), C([O-])([O-])=O.[Cs+].[Cs+] (cesium carbonate), ICC(C)(C)C (1-iodo-2,2-dimethylpropane). Solvent: CCOC(=O)C (EtOAc), CN(C)C=O (DMF). Run at temperature 100 celsius. The product is C(C)(C)(C)NC=1SCC2(C3=CC(=CC=C3OC=3C=CC(=CC23)OCC(C)(C)C)C=2C=NC=NC2)N1 (N-tert-butyl-2′-(neopentyloxy)-7′-(pyrimidin-5-yl)-5H-spiro[thiazole-4,9′-xanthen]-2-amine). RXN SMILES: [C:1]([NH:5][C:6]1[S:7][CH2:8][C:9]2([N:30]=1)[C:22]1[CH:21]=[C:20]([OH:23])[CH:19]=[CH:18][C:17]=1[O:16][C:15]1[C:10]2=[CH:11][C:12]([C:24]2[CH:25]=[N:26][CH:27]=[N:28][CH:29]=2)=[CH:13][CH:14]=1)([CH3:4])([CH3:3])[CH3:2].C(=O)([O-])[O-].[Cs+].[Cs+].I[CH2:38][C:39]([CH3:42])([CH3:41])[CH3:40]>CN(C=O)C.CCOC(C)=O>[C:1]([NH:5][C:6]1[S:7][CH2:8][C:9]2([N:30]=1)[C:22]1[CH:21]=[C:20]([O:23][CH2:38][C:39]([CH3:42])([CH3:41])[CH3:40])[CH:19]=[CH:18][C:17]=1[O:16][C:15]1[C:10]2=[CH:11][C:12]([C:24]2[CH:25]=[N:26][CH:27]=[N:28][CH:29]=2)=[CH:13][CH:14]=1)([CH3:4])([CH3:2])[CH3:3] |f:1.2.3|. Reported procedure: To a solution of 2-(tert-butylamino)-7′-(pyrimidin-5-yl)-5H-spiro[thiazole-4,9′-xanthen]-2′-ol (0.075 g, 0.179 mmol) in DMF (2 mL) was added cesium carbonate (0.175 g, 0.538 mmol) followed by 1-iodo-2,2-dimethylpropane (0.048 mL, 0.358 mmol). The mixture was heated to 100° C. After 6 hrs the mixture was cooled to RT, diluted with EtOAc, and washed with water and brine. The organic fraction was concentrated in vacuo and purified by silica gel chromatography using 40-60% Hexanes:EtOAc to afford N-...